This data is from the Open Reaction Database (ORD), a public repository of structured organic reaction records. The task is: describe an organic reaction: reactants, conditions, products, and yield The reactants are OCC1N(CC=2C=CC=C(CN(CCN(C1)CC(=O)O)CC(=O)O)N2)CC(=O)O (4-hydroxymethyl-3,6,9,15-tetraazabicyclo[9.3.1]pentadeca-1(15),11,13-triene-3,6,9-triacetic acid), C([O-])([O-])=O.[Na+].[Na+] (sodium carbonate), [I-].[K+] (potassium iodide), C(C1=CC=CC=C1)Br (benzyl bromide). Solvent: CN(C=O)C (dimethylformamide). Product: C(C1=CC=CC=C1)OCC1N(CC=2C=CC=C(CN(CCN(C1)CC(=O)O)CC(=O)O)N2)CC(=O)O (4-Benzyloxymethyl-3,6,9,15-tetraazabicyclo[9.3.1]-pentadeca-1(15),11,13-triene-3,6,9-triacetic Acid). The yield is 65.6%. Reaction SMILES: [OH:1][CH2:2][CH:3]1[CH2:16][N:15]([CH2:17][C:18]([OH:20])=[O:19])[CH2:14][CH2:13][N:12]([CH2:21][C:22]([OH:24])=[O:23])[CH2:11][C:10]2[N:25]=[C:6]([CH:7]=[CH:8][CH:9]=2)[CH2:5][N:4]1[CH2:26][C:27]([OH:29])=[O:28].[I-].[K+].[CH2:32](Br)[C:33]1[CH:38]=[CH:37][CH:36]=[CH:35][CH:34]=1.C(=O)([O-])[O-].[Na+].[Na+]>CN(C)C=O>[CH2:32]([O:1][CH2:2][CH:3]1[CH2:16][N:15]([CH2:17][C:18]([OH:20])=[O:19])[CH2:14][CH2:13][N:12]([CH2:21][C:22]([OH:24])=[O:23])[CH2:11][C:10]2[N:25]=[C:6]([CH:7]=[CH:8][CH:9]=2)[CH2:5][N:4]1[CH2:26][C:27]([OH:29])=[O:28])[C:33]1[CH:38]=[CH:37][CH:36]=[CH:35][CH:34]=1 |f:1.2,4.5.6|. Reported procedure: A solution of 10 g (=24.36 mmol) of 4-hydroxymethyl-3,6,9,15-tetraazabicyclo[9.3.1]pentadeca-1(15),11,13-triene-3,6,9-triacetic acid (prepared according to Example 7b) in 150 ml of dimethylformamide is combined with 0.5 g of potassium iodide, 4.17 g of benzyl bromide, and 5 g of sodium carbonate. The mixture is heated for 20 hours to 60° C., concentrated under vacuum, combined with 100 ml of water and 300 ml of ethanol, and the pH is set at 2 by addition of concentrated hydrochloric acid. The mi... Starting materials: CC1C(CCC1=O)=O (2-methylcyclopentane-1,3-dione), [B-](F)(F)(F)F.[B-](F)(F)(F)F.C1C[N+]2(CC[N+]1(CC2)CCl)F (Selectfluor). Run in C(C)#N (acetonitrile). Product: FC1(C(CCC1=O)=O)C (2-fluoro-2-methylcyclopentane-1,3-dione). Yield: 86.2%. Reaction SMILES: [CH3:1][CH:2]1[C:6](=[O:7])[CH2:5][CH2:4][C:3]1=[O:8].[B-](F)(F)(F)[F:10].[B-](F)(F)(F)F.C1[N+]2(CCl)CC[N+](F)(CC2)C1>C(#N)C>[F:10][C:2]1([CH3:1])[C:6](=[O:7])[CH2:5][CH2:4][C:3]1=[O:8] |f:1.2.3|. Procedure: A mixture of 2-methylcyclopentane-1,3-dione (4.50 g, 40.1 mmol) and Selectfluor (17.06 g, 48.2 mmol) in acetonitrile (80 mL) was heated to reflux for 2 h, cooled to room temperature and concentrated in vacuo. The residue was diluted with ethyl acetate (200 mL), washed with saturated sodium bicarbonate, water, brine, dried (MgSO4) and concentrated. Purification by silica gel chromatography, eluting with 20 to 50% ethyl acetate in hexanes, gave 2-fluoro-2-methylcyclopentane-1,3-dione (4.50 g, 82% ... The reactants are CO, CNC1CCCCC1, Cl, O=N[O-], [Na+], [Na+], [OH-], O. Product: CN(N)C1CCCCC1. RXN SMILES: [CH3:16][OH:17].[CH3:1][NH:2][CH:3]1[CH2:4][CH2:5][CH2:6][CH2:7][CH2:8]1.[ClH:9].[N:10]([O-:11])=[O:12].[Na+:13].[Na+:15].[OH-:14].[OH2:18]>>[CH3:1][N:2]([CH:3]1[CH2:4][CH2:5][CH2:6][CH2:7][CH2:8]1)[NH2:10].